This data is from the Open Reaction Database (ORD), a public repository of structured organic reaction records. The task is: describe an organic reaction: reactants, conditions, products, and yield Reactants: [BH4-].[Na+] (sodium borohydride), CC(CC(=O)N[C@H]1C(N(C2=C(CC1)C=CC=C2)CC2=CC=C(C=C2)C=2C(=CC=CC2)C(=O)O)=O)(C)NC(=O)OCC2=CC=CC=C2 (4'-[[2,3,4,5-tetrahydro-3(R)-[[3-methyl-1-oxo-3-[(benzyloxycarbonyl)amino]butyl]amino]-2-oxo-1H-1-benzazepin-1-yl]methyl][1,1'-biphenyl]-2-carboxylic acid), CN1CCOCC1 (N-methylmorpholine), ClC(=O)OCC(C)C (isobutyl chloroformate). Run in O (water), COCCOC (1,2-dimethoxyethane), C(C)(=O)OCC (ethyl acetate). Reaction conditions: temperature 0 celsius, time 1 hour. The product is C(C1=CC=CC=C1)OC(=O)NC(CC(=O)N[C@H]1C(N(C2=C(CC1)C=CC=C2)CC2=CC=C(C=C2)C2=C(C=CC=C2)CO)=O)(C)C (3-[(Benzyloxycarbonyl)amino]-3-methyl-N-[2,3,4,5-tetrahydro-2-oxo-1-[[ 2'-hydroxymethyl[1,1'-biphenyl]-4-yl]methyl]-1H-benzazepin-3(R)-yl]butanamide). Yield: 71.0%. Reaction SMILES: [CH3:1][C:2]([NH:36][C:37]([O:39][CH2:40][C:41]1[CH:46]=[CH:45][CH:44]=[CH:43][CH:42]=1)=[O:38])([CH3:35])[CH2:3][C:4]([NH:6][C@@H:7]1[CH2:13][CH2:12][C:11]2[CH:14]=[CH:15][CH:16]=[CH:17][C:10]=2[N:9]([CH2:18][C:19]2[CH:24]=[CH:23][C:22]([C:25]3[C:26]([C:31](O)=[O:32])=[CH:27][CH:28]=[CH:29][CH:30]=3)=[CH:21][CH:20]=2)[C:8]1=[O:34])=[O:5].CN1CCOCC1.ClC(OCC(C)C)=O.[BH4-].[Na+]>COCCOC.O.C(OCC)(=O)C>[CH2:40]([O:39][C:37]([NH:36][C:2]([CH3:35])([CH3:1])[CH2:3][C:4]([NH:6][C@@H:7]1[CH2:13][CH2:12][C:11]2[CH:14]=[CH:15][CH:16]=[CH:17][C:10]=2[N:9]([CH2:18][C:19]2[CH:20]=[CH:21][C:22]([C:25]3[CH:30]=[CH:29][CH:28]=[CH:27][C:26]=3[CH2:31][OH:32])=[CH:23][CH:24]=2)[C:8]1=[O:34])=[O:5])=[O:38])[C:41]1[CH:46]=[CH:45][CH:44]=[CH:43][CH:42]=1 |f:3.4|. Procedure details: To a solution of 124 mg (0.20 mmol) of 4'-[[2,3,4,5-tetrahydro-3(R)-[[3-methyl-1-oxo-3-[(benzyloxycarbonyl)amino]butyl]amino]-2-oxo-1H-1-benzazepin-1-yl]methyl][1,1'-biphenyl]-2-carboxylic acid (Example 72, Step B) in 1.5 mL of dry 1,2-dimethoxyethane at 0° C. was added 0.046 mL (0.421 mmol) of N-methylmorpholine followed by 0.055 mL (0.42 mmol) of isobutyl chloroformate. The reaction mixture was stirred at 0° C. for 1 hour then filtered. Solids were rinsed with 1,2-dimethoxyethane (2×1 mL) and ... Reactants: CCN=C=O, ClCCl, CC(C)(C)OC(=O)NC(CN)c1cccc(Cl)c1Cl. The product is CCNC(=O)NCC(NC(=O)OC(C)(C)C)c1cccc(Cl)c1Cl. RXN SMILES: [CH2:20]([CH3:21])[N:22]=[C:23]=[O:24].[Cl:25][CH2:26][Cl:27].[NH2:1][CH2:2][CH:3]([c:4]1[c:5]([Cl:11])[c:6]([Cl:10])[cH:7][cH:8][cH:9]1)[NH:12][C:13]([O:14][C:15]([CH3:16])([CH3:17])[CH3:18])=[O:19]>>[NH:1]([CH2:2][CH:3]([c:4]1[c:5]([Cl:11])[c:6]([Cl:10])[cH:7][cH:8][cH:9]1)[NH:12][C:13]([O:14][C:15]([CH3:16])([CH3:17])[CH3:18])=[O:19])[C:23]([NH:22][CH2:20][CH3:21])=[O:24]. The reactants are CS(=O)(=O)N1CC(C2=CC=C(C=C12)[N+](=O)[O-])(C)C (1-Methanesulfonyl-3,3-dimethyl-6-nitro-2,3-dihydro-1H-indole), CC(=O)O (AcOH). The reagents and catalysts are [Zn] (Zinc). The solvent is C1CCOC1 (THF). Reaction conditions: time 2 hour. The product is CS(=O)(=O)N1CC(C2=CC=C(C=C12)N)(C)C (1-Methanesulfonyl-3,3-dimethyl-2,3-dihydro-1H-indol-6-ylamine). Reaction SMILES: [CH3:1][S:2]([N:5]1[C:13]2[C:8](=[CH:9][CH:10]=[C:11]([N+:14]([O-])=O)[CH:12]=2)[C:7]([CH3:18])([CH3:17])[CH2:6]1)(=[O:4])=[O:3].CC(O)=O>C1COCC1.[Zn]>[CH3:1][S:2]([N:5]1[C:13]2[C:8](=[CH:9][CH:10]=[C:11]([NH2:14])[CH:12]=2)[C:7]([CH3:18])([CH3:17])[CH2:6]1)(=[O:4])=[O:3]. Procedure: To a solution of 1-Methanesulfonyl-3,3-dimethyl-6-nitro-2,3-dihydro-1H-indole (0.88 mg, 3.22 mmol) and AcOH (3.5 mL) in THF (100 mL) was added Zinc dust (14 g, 247 mmol) by small portion. The resulting mixture was stirred at RT for 2 h and was filtered over a Celite® pad. Solvent was evaporated and residue was diluted in CH2Cl2 and washed with NaOH 1M. The resulting organic layer was dried over MgSO4, filtered and concentrated in vacuo to give 1-Methanesulfonyl-3,3-dimethyl-2,3-dihydro-1H-indol-... Reactants: O=C(OO)c1cccc(Cl)c1, ClCCl, C=CCCCc1ccccc1. Product: c1ccc(CCCC2CO2)cc1. As a reaction SMILES: [Cl:12][c:13]1[cH:14][cH:15][cH:16][c:17]([C:18]([O:19][OH:21])=[O:20])[cH:22]1.[Cl:23][CH2:24][Cl:25].[c:1]1([CH2:7][CH2:8][CH2:9][CH:10]=[CH2:11])[cH:2][cH:3][cH:4][cH:5][cH:6]1>>[c:1]1([CH2:7][CH2:8][CH2:9][CH:10]2[CH2:11][O:20]2)[cH:2][cH:3][cH:4][cH:5][cH:6]1. Starting materials: IC1=NNC2=NC=NC=C21 (3-iodo-1H-pyrazolo[3,4-d]pyrimidine), C([O-])([O-])=O.[Cs+].[Cs+] (caesium carbonate), FC1=C(CBr)C=CC=C1 (2-fluorobenzyl bromide). Solvent: CN(C)C=O (DMF), CN(C)C=O (DMF), O (water). Reaction conditions: time 8 hour. The product is FC1=C(CN2N=C(C=3C2=NC=NC3)I)C=CC=C1 (1-(2-Fluorobenzyl)-3-iodo-1H-pyrazolo[3,4-d]pyrimidine). The yield is 89.5%. Reaction SMILES: [I:1][C:2]1[C:10]2[C:5](=[N:6][CH:7]=[N:8][CH:9]=2)[NH:4][N:3]=1.C(=O)([O-])[O-].[Cs+].[Cs+].[F:17][C:18]1[CH:25]=[CH:24][CH:23]=[CH:22][C:19]=1[CH2:20]Br>CN(C=O)C.O>[F:17][C:18]1[CH:25]=[CH:24][CH:23]=[CH:22][C:19]=1[CH2:20][N:4]1[C:5]2=[N:6][CH:7]=[N:8][CH:9]=[C:10]2[C:2]([I:1])=[N:3]1 |f:1.2.3|. Reported procedure: 569 mg (2.313 mmol) of 3-iodo-1H-pyrazolo[3,4-d]pyrimidine and 828 mg (2.544 mmol) of caesium carbonate were initially charged in 10 ml of DMF, and 481 mg (2.544 mmol) of 2-fluorobenzyl bromide dissolved in 2 ml of DMF were added. The reaction mixture was stirred at RT overnight, diluted with 50 ml of water and filtered with suction, and the residue was dried under high vacuum. 733 mg of the target compound were obtained (purity 83%; 74% of theory). Reactants: C(C)OC(=O)CN1C(SC2=C1C=C(C=C2)C=2C(NC(NN2)=O)C)=O (3-ethoxycarbonylmethyl-5-(5-methyl-3-oxo-2,3,4,5-tetrahydro-1,2,4-triazin-6-yl)benzothiazolin-2-one), OCCN1CCNCC1 (1-(2-hydroxyethyl)piperazine). Run at temperature 120 celsius, time 4 hour. The product is OCCN1CCN(CC1)C(=O)CN1C(SC2=C1C=C(C=C2)C=2C(NC(NN2)=O)C)=O (3-[4-(2-hydroxyethyl)piperazin-1-yl-carbonylmethyl]-5-(5-methyl-3-oxo-2,3,4,5-tetrahydro-1,2,4-triazin-6-yl)benzothiazolin-2-one). The yield is 72.5%. RXN SMILES: C(O[C:4]([CH2:6][N:7]1[C:11]2[CH:12]=[C:13]([C:16]3[CH:17]([CH3:23])[NH:18][C:19](=[O:22])[NH:20][N:21]=3)[CH:14]=[CH:15][C:10]=2[S:9][C:8]1=[O:24])=[O:5])C.[OH:25][CH2:26][CH2:27][N:28]1[CH2:33][CH2:32][NH:31][CH2:30][CH2:29]1>>[OH:25][CH2:26][CH2:27][N:28]1[CH2:33][CH2:32][N:31]([C:4]([CH2:6][N:7]2[C:11]3[CH:12]=[C:13]([C:16]4[CH:17]([CH3:23])[NH:18][C:19](=[O:22])[NH:20][N:21]=4)[CH:14]=[CH:15][C:10]=3[S:9][C:8]2=[O:24])=[O:5])[CH2:30][CH2:29]1. Procedure: A mixture of the object compound of Example 21 (1.0 g) and 1-(2-hydroxyethyl)piperazine (1.2 g) was stirred for 4 hours at 120° C. After cooling, the reaction mixture was chromatographed on silica gel (45 g) by eluting with a mixture of chloroform and methanol (9:1) to give 0.9 g of 3-[4-(2-hydroxyethyl)piperazin-1-yl-carbonylmethyl]-5-(5-methyl-3-oxo-2,3,4,5-tetrahydro-1,2,4-triazin-6-yl)benzothiazolin-2-one. Reactants: CC1(OB(OC1(C)C)C=1C=NN(C1)C1CCN(CC1)C(=O)OC(C)(C)C)C (tert-butyl 4-[4-(4,4,5,5-tetramethyl-1,3,2-dioxaborolan-2-yl)pyrazol-1-yl]piperidine-1-carboxylate), NC1=NC=C(C=C1C=1OC2=C(N1)C=CC=C2C(=O)OC)Br (methyl 2-(2-amino-5-bromo-3-pyridyl)-1,3-benzoxazole-7-carboxylate), [F-].[Cs+] (caesium fluoride). The reagents and catalysts are Cl[Pd]([P](C1=CC=CC=C1)(C2=CC=CC=C2)C3=CC=CC=C3)([P](C4=CC=CC=C4)(C5=CC=CC=C5)C6=CC=CC=C6)Cl (bis(triphenylphosphine)palladium chloride). Solvent: CO (methanol). Reaction conditions: temperature 120 celsius. Product: NC1=NC=C(C=C1C=1OC2=C(N1)C=CC=C2C(=O)OC)C=2C=NN(C2)C2CCN(CC2)C(=O)OC(C)(C)C (methyl 2-[2-amino-5-[1-(1-tert-butoxycarbonyl-4-piperidyl)pyrazol-4-yl]-3-pyridyl]-1,3-benzoxazole-7-carboxylate). Isolated yield 69.9%. RXN SMILES: CC1(C)C(C)(C)OB([C:9]2[CH:10]=[N:11][N:12]([CH:14]3[CH2:19][CH2:18][N:17]([C:20]([O:22][C:23]([CH3:26])([CH3:25])[CH3:24])=[O:21])[CH2:16][CH2:15]3)[CH:13]=2)O1.[NH2:28][C:29]1[C:34]([C:35]2[O:36][C:37]3[C:43]([C:44]([O:46][CH3:47])=[O:45])=[CH:42][CH:41]=[CH:40][C:38]=3[N:39]=2)=[CH:33][C:32](Br)=[CH:31][N:30]=1.[F-].[Cs+]>CO.Cl[Pd](Cl)([P](C1C=CC=CC=1)(C1C=CC=CC=1)C1C=CC=CC=1)[P](C1C=CC=CC=1)(C1C=CC=CC=1)C1C=CC=CC=1>[NH2:28][C:29]1[C:34]([C:35]2[O:36][C:37]3[C:43]([C:44]([O:46][CH3:47])=[O:45])=[CH:42][CH:41]=[CH:40][C:38]=3[N:39]=2)=[CH:33][C:32]([C:9]2[CH:10]=[N:11][N:12]([CH:14]3[CH2:15][CH2:16][N:17]([C:20]([O:22][C:23]([CH3:24])([CH3:25])[CH3:26])=[O:21])[CH2:18][CH2:19]3)[CH:13]=2)=[CH:31][N:30]=1 |f:2.3,^1:55,74|. Procedure: A mixture of bis(triphenylphosphine)palladium chloride (17.69 mg) was added to tert-butyl 4-[4-(4,4,5,5-tetramethyl-1,3,2-dioxaborolan-2-yl)pyrazol-1-yl]piperidine-1-carboxylate (380 mg), methyl 2-(2-amino-5-bromo-3-pyridyl)-1,3-benzoxazole-7-carboxylate (390 mg) and caesium fluoride (459 mg) dissolved in degassed methanol (5 ml) under argon. The resulting slurry was heated at 120° C. in the microwave for 30 minutes. The mixture was adsorbed on silica gel. The crude product was purified by flash...